Dataset: the Open Reaction Database (ORD), a public repository of structured organic reaction records. Task: describe an organic reaction: reactants, conditions, products, and yield Starting materials: N1N=CC(=C1)C1=C2C(=NC=C1)N(C=C2)COCC[Si](C)(C)C (4-(1H-pyrazol-4-yl)-1-{[2-(trimethylsilyl)ethoxy]methyl}-1H-pyrrolo[2,3-b]pyridine), C(#N)C=C1CN(C1)C1=CC=C(C(=O)NC(C)C)C=C1 (4-[3-(cyanomethylene)azetidin-1-yl]-N-isopropylbenzamide), N12CCCCCC2=NCCC1 (1,8-diazabicyclo[5.4.0]undec-7-ene), C(C)#N (acetonitrile). Conditions: temperature 50 celsius. The product is C(#N)CC1(CN(C1)C1=CC=C(C(=O)NC(C)C)C=C1)N1N=CC(=C1)C1=C2C(=NC=C1)N(C=C2)COCC[Si](C)(C)C (4-{3-(cyanomethyl)-3-[4-(1-{[2-(trimethylsilyl)ethoxy]methyl}-1H-pyrrolo[2,3-b]pyridin-4-yl)-1H-pyrazol-1-yl]azetidin-1-yl}-N-isopropylbenzamide). Yield: 100.3%. As a reaction SMILES: [NH:1]1[CH:5]=[C:4]([C:6]2[CH:11]=[CH:10][N:9]=[C:8]3[N:12]([CH2:15][O:16][CH2:17][CH2:18][Si:19]([CH3:22])([CH3:21])[CH3:20])[CH:13]=[CH:14][C:7]=23)[CH:3]=[N:2]1.[C:23]([CH:25]=[C:26]1[CH2:29][N:28]([C:30]2[CH:41]=[CH:40][C:33]([C:34]([NH:36][CH:37]([CH3:39])[CH3:38])=[O:35])=[CH:32][CH:31]=2)[CH2:27]1)#[N:24].N12CCCN=C1CCCCC2.C(#N)C>>[C:23]([CH2:25][C:26]1([N:1]2[CH:5]=[C:4]([C:6]3[CH:11]=[CH:10][N:9]=[C:8]4[N:12]([CH2:15][O:16][CH2:17][CH2:18][Si:19]([CH3:22])([CH3:21])[CH3:20])[CH:13]=[CH:14][C:7]=34)[CH:3]=[N:2]2)[CH2:29][N:28]([C:30]2[CH:41]=[CH:40][C:33]([C:34]([NH:36][CH:37]([CH3:38])[CH3:39])=[O:35])=[CH:32][CH:31]=2)[CH2:27]1)#[N:24]. Reported procedure: A mixture of 4-(1H-pyrazol-4-yl)-1-{[2-(trimethylsilyl)ethoxy]methyl}-1H-pyrrolo[2,3-b]pyridine (0.811 g, 2.58 mmol), 4-[3-(cyanomethylene)azetidin-1-yl]-N-isopropylbenzamide (0.625 g, 2.45 mmol) and 1,8-diazabicyclo[5.4.0]undec-7-ene (190 μL, 1.3 mmol) in acetonitrile (8 mL, 200 mmol) was heated at 50° C. for 1 hour. After cooling, the solvent was removed under reduced pressure. The residue was diluted with dichloromethylene, neutralized with 0.5 N HCl aqueous solution to about pH 7. The organi...